The task is: describe an organic reaction: reactants, conditions, products, and yield. This data is from the Open Reaction Database (ORD), a public repository of structured organic reaction records. The reactants are Cc1cccc(NC(=O)CBr)c1, CC1CN(c2ccccn2)CCN1, Cc1ccccc1, CCN(C(C)C)C(C)C. Yields the product Cc1cccc(NC(=O)CN2CCN(c3ccccn3)CC2C)c1. RXN SMILES: [Br:14][CH2:15][C:16](=[O:17])[NH:18][c:19]1[cH:20][c:21]([CH3:25])[cH:22][cH:23][cH:24]1.[CH3:1][CH:2]1[CH2:3][N:4]([c:8]2[n:9][cH:10][cH:11][cH:12][cH:13]2)[CH2:5][CH2:6][NH:7]1.[CH3:35][c:36]1[cH:37][cH:38][cH:39][cH:40][cH:41]1.[CH:26]([N:27]([CH2:28][CH3:29])[CH:30]([CH3:31])[CH3:32])([CH3:33])[CH3:34]>>[CH3:1][CH:2]1[CH2:3][N:4]([c:8]2[n:9][cH:10][cH:11][cH:12][cH:13]2)[CH2:5][CH2:6][N:7]1[CH2:15][C:16](=[O:17])[NH:18][c:19]1[cH:20][c:21]([CH3:25])[cH:22][cH:23][cH:24]1. Reaction SMILES: [CH2:1]([O:8][C:9]([N:11]1[CH2:16][C@H:15]([OH:17])[CH2:14][CH2:13][C@H:12]1[C:18]([O:20]C)=O)=[O:10])[C:2]1[CH:7]=[CH:6][CH:5]=[CH:4][CH:3]=1.[N+:22](C1C=CC(COC(C2C(C)=NC(S)=NC=2C)=O)=CC=1)([O-:24])=[O:23].[C:44](OCC)(=O)C>CO.O1CCOCC1.[C].[Pd]>[OH:17][C@H:15]1[CH2:16][N:11]([C:9]([O:8][CH2:1][C:2]2[CH:3]=[CH:4][C:5]([N+:22]([O-:24])=[O:23])=[CH:6][CH:7]=2)=[O:10])[C@H:12]([C:18]([CH3:44])=[O:20])[CH2:13][CH2:14]1 |f:5.6|. Run at time 1 hour. Yields the product O[C@@H]1CC[C@H](N(C1)C(=O)OCC1=CC=C(C=C1)[N+](=O)[O-])C(=O)C ((2S,5R)-5-Hydroxy-2-methylcarbonyl-1-p-nitrobenzyloxycarbonylpiperidine). Run in CO (methanol), O1CCOCC1 (dioxane), O1CCOCC1 (dioxane). Reagents/catalysts: [C].[Pd] (palladium-carbon). Reported procedure: To a solution of 5.7 g (19.43 mmol) of (2S,5R)-1-benzyloxycarbonyl-5-hydroxy-2-methoxycarbonylpiperidine, which was prepared by the procedure described in P.D. Bailey et al., Tetrahedron Letters. 29, 2231 (1988), in 250 ml of methanol was added 570 mg of 5% palladium-carbon, and the mixture was hydrogenated at atmospheric pressure and room temperature for 1 hours. The catalyst was removed by filtration, and the solvent was removed. To a solution of this residue in 30 ml of dioxane was dropwise a... Starting materials: C(C1=CC=CC=C1)OC(=O)N1[C@@H](CC[C@H](C1)O)C(=O)OC ((2S,5R)-1-benzyloxycarbonyl-5-hydroxy-2-methoxycarbonylpiperidine), [N+](=O)([O-])C1=CC=C(COC(=O)C=2C(=NC(=NC2C)S)C)C=C1 (p-nitrobenzyloxycarbonyl-4,6-dimethyl-2-mercaptopyrimidine), C(C)(=O)OCC (ethyl acetate). The yield is 88.0%. Starting materials: CC(C)c1cc(O)cc2c1C(=O)N(CBr)S2(=O)=O, O=C([O-])[O-], CO, Oc1cc(C(F)(F)F)nn1-c1ccc(Cl)cc1, [Cs+], [Cs+]. Product: CC(C)c1cc(O)cc2c1C(=O)N(COc1cc(C(F)(F)F)nn1-c1ccc(Cl)cc1)S2(=O)=O. RXN SMILES: [Br:24][CH2:25][N:26]1[S:27](=[O:40])(=[O:41])[c:28]2[c:29]([c:32]([CH:37]([CH3:38])[CH3:39])[cH:33][c:34]([OH:36])[cH:35]2)[C:30]1=[O:31].[C:18](=[O:19])([O-:20])[O-:21].[CH3:42][OH:43].[Cl:1][c:2]1[cH:3][cH:4][c:5](-[n:8]2[n:9][c:10]([C:14]([F:15])([F:16])[F:17])[cH:11][c:12]2[OH:13])[cH:6][cH:7]1.[Cs+:22].[Cs+:23]>>[Cl:1][c:2]1[cH:3][cH:4][c:5](-[n:8]2[n:9][c:10]([C:14]([F:15])([F:16])[F:17])[cH:11][c:12]2[O:13][CH2:25][N:26]2[S:27](=[O:40])(=[O:41])[c:28]3[c:29]([c:32]([CH:37]([CH3:38])[CH3:39])[cH:33][c:34]([OH:36])[cH:35]3)[C:30]2=[O:31])[cH:6][cH:7]1. Reactants: BrC1=CC=C(C=C1)S (4-bromothiophenol), C1(=CC=CC=C1)C (toluene), BrCCCCCSC1=CC(=C(C=C1)C)CCC (1-bromo-5(4-methyl-3-n-propylthiophenoxy)-n-pentane), [OH-].[Na+] (sodium hydroxide). The reagents and catalysts are [Br-].C(CCC)[N+](CCCC)(CCCC)CCCC (tetrabutylammonium bromide). Solvent: O (water), O (water). Run at time 4 hour. The product is BrC1=CC=C(C=C1)SCCCCCSC1=CC(=C(C=C1)C)CCC (1-(4-bromophenylthio)-5-(4-methyl-3-n-propylthiophenoxy)-n-pentane). The yield is 79.0%. Reaction SMILES: [OH-].[Na+].[Br:3][C:4]1[CH:9]=[CH:8][C:7]([SH:10])=[CH:6][CH:5]=1.C1(C)C=CC=CC=1.Br[CH2:19][CH2:20][CH2:21][CH2:22][CH2:23][S:24][C:25]1[CH:30]=[CH:29][C:28]([CH3:31])=[C:27]([CH2:32][CH2:33][CH3:34])[CH:26]=1>O.[Br-].C([N+](CCCC)(CCCC)CCCC)CCC>[Br:3][C:4]1[CH:9]=[CH:8][C:7]([S:10][CH2:19][CH2:20][CH2:21][CH2:22][CH2:23][S:24][C:25]2[CH:30]=[CH:29][C:28]([CH3:31])=[C:27]([CH2:32][CH2:33][CH3:34])[CH:26]=2)=[CH:6][CH:5]=1 |f:0.1,6.7|. Procedure details: 10 g of sodium hydroxide was dissolved in 20 ml of water, and then added with 2.0 g of 4-bromothiophenol, 0.5 g of tetrabutylammonium bromide, 3 ml of toluene and 3.3 g of 1-bromo-5(4-methyl-3-n-propylthiophenoxy)-n-pentane obtained by ◯1 , followed by drastic stirring at 80° to 90° C. for 4 hours. After cooling, the reaction solution was poured into 100 ml of water, and extracted two times by 150 ml of toluene. The toluene layer was washed with water and saturated solution of common salt, and d... Starting materials: B(Cl)(Cl)Cl (boron trichloride), C(C1=CC=C(C=C1)OC)(=O)Cl (p-anisoyl chloride), COC1=CC=C(C=C1)C1=C(C2=C(S1)C=C(C=C2)OC)C(C2=CC=C(C=C2)OC)=O (2-(4-methoxyphenyl)-3-(4-methoxybenzoyl)-6-methoxybenzo[b]thiophene), B(Cl)(Cl)Cl (boron trichloride). Solvent: ClCCCl (1,2-dichloroethane). Reaction conditions: temperature 2.5 celsius, time 7.5 hour. Product: OC1=CC=C(C=C1)C1=C(C2=C(S1)C=C(C=C2)O)C(C2=CC=C(C=C2)OC)=O (2-(4-Hydroxyphenyl)-3-(4-Methoxybenzoyl)-6-Hydroxybenzo[b]thiophene). As a reaction SMILES: C(Cl)(=O)C1C=CC(OC)=CC=1.C[O:13][C:14]1[CH:19]=[CH:18][C:17]([C:20]2[S:24][C:23]3[CH:25]=[C:26]([O:29]C)[CH:27]=[CH:28][C:22]=3[C:21]=2[C:31](=[O:40])[C:32]2[CH:37]=[CH:36][C:35]([O:38][CH3:39])=[CH:34][CH:33]=2)=[CH:16][CH:15]=1.B(Cl)(Cl)Cl>ClCCCl>[OH:13][C:14]1[CH:15]=[CH:16][C:17]([C:20]2[S:24][C:23]3[CH:25]=[C:26]([OH:29])[CH:27]=[CH:28][C:22]=3[C:21]=2[C:31](=[O:40])[C:32]2[CH:37]=[CH:36][C:35]([O:38][CH3:39])=[CH:34][CH:33]=2)=[CH:18][CH:19]=1. Reported procedure: A 100 mL, 3 neck, round bottom flask fitted with a mechanical agitator, glass stopper, and outlet to a caustic scrubber is charged with p-anisoyl chloride (3.47 g, 20.34 mmol), 2-(4-methoxyphenyl)-3-(4-methoxybenzoyl)-6-methoxybenzo[b]thiophene (5.0 g, 18.49 mmol) and 30 mL 1,2-dichloroethane. The mixture is cooled to 0-5° C. and previously condensed boron trichloride (4.7 mL, 55.0 mmol) is added in one portion. The mixture is stirred at 0-50° C. for 7.5 hours then more boron trichloride (4.7 mL...